This data is from the Open Reaction Database (ORD), a public repository of structured organic reaction records. The task is: describe an organic reaction: reactants, conditions, products, and yield The reactants are CCCC[N+](CCCC)(CCCC)CCCC, C1CCOC1, CCOC(C)=O, CC(O[Si](C)(C)C(C)(C)C)C(O)(CCl)c1ccc(F)cc1F, [F-], O. Reaction SMILES: [CH2:24]([N+:25]([CH2:26][CH2:27][CH2:28][CH3:29])([CH2:30][CH2:31][CH2:32][CH3:33])[CH2:34][CH2:35][CH2:36][CH3:37])[CH2:38][CH2:39][CH3:40].[CH2:48]1[O:49][CH2:50][CH2:51][CH2:52]1.[CH3:42][CH2:43][O:44][C:45](=[O:46])[CH3:47].[Cl:1][CH2:2][C:3]([CH:4]([CH3:5])[O:6][Si:7]([C:8]([CH3:9])([CH3:10])[CH3:11])([CH3:12])[CH3:13])([OH:14])[c:15]1[c:16]([F:22])[cH:17][c:18]([F:21])[cH:19][cH:20]1.[F-:23].[OH2:41]>>[Cl:1][CH2:2][C:3]([CH:4]([CH3:5])[OH:6])([OH:14])[c:15]1[c:16]([F:22])[cH:17][c:18]([F:21])[cH:19][cH:20]1. Product: CC(O)C(O)(CCl)c1ccc(F)cc1F.